describe an organic reaction: reactants, conditions, products, and yield From a dataset of the Open Reaction Database (ORD), a public repository of structured organic reaction records. The reactants are OC(CCC1C(N(C1=O)C1=CC=C(C=C1)NC(CCCCNC(C(CC1=CC=C(C=C1)N=[N+]=[N-])N)=O)=O)C1=CC=C(C=C1)OC)C1=CC=CC=C1 (5-[2-Amino-3-(4-azido-phenyl)-propionylamino]-pentanoic acid{4-[3-(3-hydroxy-3-phenyl-propyl)-2-(4-methoxy-phenyl)-4-oxo-azetidin-1-yl]-phenyl}-amid), C(CCCC[C@@H]1SC[C@@H]2NC(=O)N[C@H]12)(=O)C1C(=O)N(C(C1)=O)O (D-biotinyl-N-hydroxysuccinimide). The solvent is CN(C=O)C (DMF). Product: N(=[N+]=[N-])C1=CC=C(C=C1)CC(C(NCCCCC(NC1=CC=C(C=C1)N1C(C(C1=O)CCC(C1=CC=CC=C1)O)C1=CC=C(C=C1)OC)=O)=O)NC(CCCCC1SCC2C1NC(N2)=O)=O (5-(2-Oxo-hexahydro-thieno[3,4-d]imidazol-6-yl)-pentanoic acid-[2-(4-azido-phenyl)-1-(4-{4-[3-(3-hydroxy-3-phenyl-propyl)-2-(4-methoxy-phenyl)-4-oxo-azetidin-1-yl]-phenylcarbamoyl}-butylcarbamoyl)-ethyl]-amid). Yield: 54.6%. As a reaction SMILES: [OH:1][CH:2]([C:46]1[CH:51]=[CH:50][CH:49]=[CH:48][CH:47]=1)[CH2:3][CH2:4][CH:5]1[C:8](=[O:9])[N:7]([C:10]2[CH:15]=[CH:14][C:13]([NH:16][C:17](=[O:37])[CH2:18][CH2:19][CH2:20][CH2:21][NH:22][C:23](=[O:36])[CH:24]([NH2:35])[CH2:25][C:26]3[CH:31]=[CH:30][C:29]([N:32]=[N+:33]=[N-:34])=[CH:28][CH:27]=3)=[CH:12][CH:11]=2)[CH:6]1[C:38]1[CH:43]=[CH:42][C:41]([O:44][CH3:45])=[CH:40][CH:39]=1.[C:52](C1CC(=O)N(O)C1=O)(=[O:66])[CH2:53][CH2:54][CH2:55][CH2:56][C@H:57]1[C@@H:65]2[C@@H:60]([NH:61][C:62]([NH:64]2)=[O:63])[CH2:59][S:58]1>CN(C)C=O>[N:32]([C:29]1[CH:30]=[CH:31][C:26]([CH2:25][CH:24]([NH:35][C:52](=[O:66])[CH2:53][CH2:54][CH2:55][CH2:56][CH:57]2[CH:65]3[NH:64][C:62](=[O:63])[NH:61][CH:60]3[CH2:59][S:58]2)[C:23](=[O:36])[NH:22][CH2:21][CH2:20][CH2:19][CH2:18][C:17](=[O:37])[NH:16][C:13]2[CH:12]=[CH:11][C:10]([N:7]3[C:8](=[O:9])[CH:5]([CH2:4][CH2:3][CH:2]([OH:1])[C:46]4[CH:47]=[CH:48][CH:49]=[CH:50][CH:51]=4)[CH:6]3[C:38]3[CH:39]=[CH:40][C:41]([O:44][CH3:45])=[CH:42][CH:43]=3)=[CH:15][CH:14]=2)=[CH:27][CH:28]=1)=[N+:33]=[N-:34]. Procedure details: 40 mg (0.058 mmol) of compound 12 and 60 mg of D-biotinyl-N-hydroxysuccinimide 13 (Bachem) are solved in 0.5 ml DMF (dimethylformamide). It is evaporated after 1 h at room temperature. The residue is purified by flash chromatography (methylenchloride/methanol/conc. ammonia 30:5:1). 29 mg (55%) of compound 14 is obtained in form of an amorphic solid compound: C49H57N9O7S (912.12) MS (ESI+) 916.6 (M+H+).